From a dataset of the Open Reaction Database (ORD), a public repository of structured organic reaction records. describe an organic reaction: reactants, conditions, products, and yield Reactants: CC(C)(C)OC(=O)NC1CCCc2cc(C=O)ccc21, C1CCOC1, C[Si](C)(C)[N-][Si](C)(C)C, [Na+], CCOP(=O)(C#N)OCC. Product: CC(C)(C)OC(=O)NC1CCCc2cc(C=CC#N)ccc21. Reaction SMILES: [C:21]([CH3:22])([CH3:23])([CH3:24])[O:25][C:26]([NH:27][CH:28]1[CH2:29][CH2:30][CH2:31][c:32]2[cH:33][c:34]([CH:38]=[O:39])[cH:35][cH:36][c:37]21)=[O:40].[CH2:41]1[O:42][CH2:43][CH2:44][CH2:45]1.[CH3:11][Si:12]([N-:13][Si:14]([CH3:15])([CH3:16])[CH3:17])([CH3:18])[CH3:19].[Na+:20].[P:1]([O:2][CH2:3][CH3:4])([O:5][CH2:6][CH3:7])(=[O:8])[C:9]#[N:10]>>[C:9](#[N:10])[CH:11]=[CH:38][c:34]1[cH:33][c:32]2[c:37]([cH:36][cH:35]1)[CH:28]([NH:27][C:26]([O:25][C:21]([CH3:22])([CH3:23])[CH3:24])=[O:40])[CH2:29][CH2:30][CH2:31]2. Reactants: COc1ccc2c(c1F)COCC2=O, C[O-], CO, Cl, CCOC(=O)C(F)(F)F, [Na+], C1CCOC1. Product: COc1ccc2c(c1F)COC(C(=O)C(F)(F)F)C2=O. Reaction SMILES: [CH3:1][O:2][c:3]1[cH:4][cH:5][c:6]2[c:11]([c:12]1[F:13])[CH2:10][O:9][CH2:8][C:7]2=[O:14].[CH3:24][O-:25].[CH3:27][OH:28].[ClH:29].[F:15][C:16]([C:17](=[O:18])[O:19][CH2:20][CH3:21])([F:22])[F:23].[Na+:26].[O:30]1[CH2:31][CH2:32][CH2:33][CH2:34]1>>[CH3:1][O:2][c:3]1[cH:4][cH:5][c:6]2[c:11]([c:12]1[F:13])[CH2:10][O:9][CH:8]([C:17]([C:16]([F:15])([F:22])[F:23])=[O:18])[C:7]2=[O:14]. The reactants are N[C@H](C(O)(C1=CC=CC=C1)C1=CC=CC=C1)CC(C)C ((S)-2-amino-1,1-diphenyl-4-methylpentan-1-ol), B.O1CCCC1 (borane tetrahydrofuran), C1(CCCCC1)\C=C(/C(C(C)(C)C)=O)\N1N=CN=C1 ((E)-1-cyclohexyl-4,4-dimethyl-2-(1,2,4-triazol-1-yl)-1-penten-3-one), Cl (hydrochloric acid). Solvent: ClCCCl (1,2-dichloroethane), ClCCCl (1,2-dichloroethane), ClCCCl (1,2-dichloroethane). Run at time 24 hour. Yields the product C1(CCCCC1)\C=C(/C(C(C)(C)C)O)\N1N=CN=C1 ((-)-(E)-1-cyclohexyl-4,4-dimethyl-2-(1,2,4-triazol-1-yl)-1-penten-3-ol). As a reaction SMILES: N[C@@H](CC(C)C)C(C1C=CC=CC=1)(C1C=CC=CC=1)O.B.O1CCCC1.[CH:27]1(/[CH:33]=[C:34](/[N:41]2[CH:45]=[N:44][CH:43]=[N:42]2)\[C:35](=[O:40])[C:36]([CH3:39])([CH3:38])[CH3:37])[CH2:32][CH2:31][CH2:30][CH2:29][CH2:28]1.Cl>ClCCCl>[CH:27]1(/[CH:33]=[C:34](/[N:41]2[CH:45]=[N:44][CH:43]=[N:42]2)\[CH:35]([OH:40])[C:36]([CH3:39])([CH3:38])[CH3:37])[CH2:28][CH2:29][CH2:30][CH2:31][CH2:32]1 |f:1.2|. Reported procedure: In a nitrogen atmosphere, a solution of 0.485 g (1.8 mmoles) of (S)-2-amino-1,1-diphenyl-4-methylpentan-1-ol in 5 ml of 1,2-dichloroethane was added dropwise at -78° C. to a solution comprising 1.8 ml (1.8 mmoles) of 1.00M borane-tetrahydrofuran solution and 2 ml of 1,2-dichloroethane, and the temperature of the mixture was raised from -78° C. to room temperature over about 2 hours. Thereafter, a solution of 0.31 g (1.2 mmoles, E/Z=99.9/0.1) of (E)-1-cyclohexyl-4,4-dimethyl-2-(1,2,4-triazol-1-yl... The reactants are ClC=1C(=CC(=NC1)F)C(C[C@@H](C1=C(C=CC=C1)C)C1=CC=C(C=C1)C1=CC=C(C=C1)C(=O)O)=O (4′-[(R)-3-(5-chloro-2-fluoro-pyridin-4-yl)-3-oxo-1-o-tolyl-propyl]-biphenyl-4-carboxylic acid), Cl.NO (hydroxylamine hydrochloride), C(O)([O-])=O.[Na+] (sodium hydrogencarbonate). Product: ClC=1C(=CC(=NC1)F)/C(/C[C@@H](C1=C(C=CC=C1)C)C1=CC=C(C=C1)C1=CC=C(C=C1)C(=O)O)=N/O (4′-{(R)-3-(5-Chloro-2-fluoro-pyridin-4-yl)-3-[(E)-hydroxyimino]-1-o-tolyl-propyl}-biphenyl-4-carboxylic acid). As a reaction SMILES: [Cl:1][C:2]1[C:3]([C:9](=O)[CH2:10][C@H:11]([C:19]2[CH:24]=[CH:23][C:22]([C:25]3[CH:30]=[CH:29][C:28]([C:31]([OH:33])=[O:32])=[CH:27][CH:26]=3)=[CH:21][CH:20]=2)[C:12]2[CH:17]=[CH:16][CH:15]=[CH:14][C:13]=2[CH3:18])=[CH:4][C:5]([F:8])=[N:6][CH:7]=1.Cl.[NH2:36][OH:37].C(=O)([O-])O.[Na+]>>[Cl:1][C:2]1[C:3](/[C:9](=[N:36]/[OH:37])/[CH2:10][C@H:11]([C:19]2[CH:24]=[CH:23][C:22]([C:25]3[CH:30]=[CH:29][C:28]([C:31]([OH:33])=[O:32])=[CH:27][CH:26]=3)=[CH:21][CH:20]=2)[C:12]2[CH:17]=[CH:16][CH:15]=[CH:14][C:13]=2[CH3:18])=[CH:4][C:5]([F:8])=[N:6][CH:7]=1 |f:1.2,3.4|. Procedure: In analogy to example 132, step 6, from 4′-[(R)-3-(5-chloro-2-fluoro-pyridin-4-yl)-3-oxo-1-o-tolyl-propyl]-biphenyl-4-carboxylic acid and hydroxylamine hydrochloride in the presence of sodium hydrogencarbonate was prepared the title compound as a light yellow oil, MS (ESI−): m/z=487.3 ([M−H]−). Reaction conditions: time 15 minute. Solvent: C(C)(=O)O (acetic acid). Yields the product OC(C)C1=C2OC=3C=CC(=CC3CC2=CC(=C1)C)C(=O)OC (methyl 5-(1-hydroxyethyl)-7-methylxanthene-2-carboxylate). The reactants are O (water), C(C)(=O)C1=C2OC=3C=CC(=CC3CC2=CC(=C1)C)C(=O)OC (methyl 5-acetyl-7-methyl-xanthene-2-carboxylate), O (water), CO (methanol), [BH4-].[Na+] (sodium borohydride), resultant mixture. RXN SMILES: [C:1]([C:4]1[CH:17]=[C:16]([CH3:18])[CH:15]=[C:14]2[C:5]=1[O:6][C:7]1[CH:8]=[CH:9][C:10]([C:19]([O:21][CH3:22])=[O:20])=[CH:11][C:12]=1[CH2:13]2)(=[O:3])[CH3:2].CO.[BH4-].[Na+].O>C(O)(=O)C>[OH:3][CH:1]([C:4]1[CH:17]=[C:16]([CH3:18])[CH:15]=[C:14]2[C:5]=1[O:6][C:7]1[CH:8]=[CH:9][C:10]([C:19]([O:21][CH3:22])=[O:20])=[CH:11][C:12]=1[CH2:13]2)[CH3:2] |f:2.3|. Procedure details: To a solution of 6 g. of methyl 5-acetyl-7-methyl-xanthene-2-carboxylate in 500 ml. of absolute methanol are added 1.1 g. of sodium borohydride in 50 ml. of water at a temperature of from 25° to 30° C with stirring, over a period of about 30 minutes. After 15 minutes under these conditions, 400 ml. of water and 20 ml. of acetic acid are added and the resultant mixture is stripped of solvent. The resultant mixture is extracted with methylene chloride and washed with bicarbonate and water. The was...